The task is: describe an organic reaction: reactants, conditions, products, and yield. This data is from the Open Reaction Database (ORD), a public repository of structured organic reaction records. Starting materials: ClCCl, CCN(C(C)C)C(C)C, OCC1CC(c2nc(-c3ccc4ccc(-c5ccccc5)nc4c3)c3c(Cl)nccn23)C1, O=C(Cl)c1ccc([N+](=O)[O-])cc1. The product is O=C(OCC1CC(c2nc(-c3ccc4ccc(-c5ccccc5)nc4c3)c3c(Cl)nccn23)C1)c1ccc([N+](=O)[O-])cc1. Reaction SMILES: [CH2:54]([Cl:55])[Cl:56].[CH:45]([N:46]([CH2:47][CH3:48])[CH:49]([CH3:50])[CH3:51])([CH3:52])[CH3:53].[Cl:1][c:2]1[c:3]2[n:4]([cH:5][cH:6][n:7]1)[c:8]([CH:27]1[CH2:28][CH:29]([CH2:31][OH:32])[CH2:30]1)[n:9][c:10]2-[c:11]1[cH:12][cH:13][c:14]2[cH:15][cH:16][c:17](-[c:21]3[cH:22][cH:23][cH:24][cH:25][cH:26]3)[n:18][c:19]2[cH:20]1.[N+:33](=[O:34])([O-:35])[c:36]1[cH:37][cH:38][c:39]([C:40](=[O:41])[Cl:42])[cH:43][cH:44]1>>[Cl:1][c:2]1[c:3]2[n:4]([cH:5][cH:6][n:7]1)[c:8]([CH:27]1[CH2:28][CH:29]([CH2:31][O:32][C:40]([c:39]3[cH:38][cH:37][c:36]([N+:33](=[O:34])[O-:35])[cH:44][cH:43]3)=[O:41])[CH2:30]1)[n:9][c:10]2-[c:11]1[cH:12][cH:13][c:14]2[cH:15][cH:16][c:17](-[c:21]3[cH:22][cH:23][cH:24][cH:25][cH:26]3)[n:18][c:19]2[cH:20]1. Starting materials: BrCC1=CC(=CC=C1)CBr (α,α′-dibromo-m-xylene), CC(C)(OC(=O)NCC(=O)OC)C (N-[1,1-Dimethylethoxycarbonyl]glycine, methyl ester), [H-].[Na+] (sodium hydride). Run in O1CCCC1 (tetrahydrofuran), O1CCCC1 (tetrahydrofuran), O1CCCC1 (tetrahydrofuran). Conditions: time 30 minute. Yields the product BrCC=1C=C(C=CC1)CN(CC(=O)OC)C(=O)OC(C)(C)C (N-[[3-[Bromomethyl]phenyl]methyl]-N-[1,1-dimethylethoxylcarbonyl]glycine, methyl ester). As a reaction SMILES: [CH3:1][C:2]([CH3:13])([O:4][C:5]([NH:7][CH2:8][C:9]([O:11][CH3:12])=[O:10])=[O:6])[CH3:3].[H-].[Na+].[Br:16][CH2:17][C:18]1[CH:23]=[CH:22][CH:21]=[C:20]([CH2:24]Br)[CH:19]=1>O1CCCC1>[Br:16][CH2:17][C:18]1[CH:19]=[C:20]([CH2:24][N:7]([C:5]([O:4][C:2]([CH3:13])([CH3:1])[CH3:3])=[O:6])[CH2:8][C:9]([O:11][CH3:12])=[O:10])[CH:21]=[CH:22][CH:23]=1 |f:1.2|. Procedure: A solution of the product from step (i) (5 g) in tetrahydrofuran (10 ml) was added dropwise to a suspension of sodium hydride (1.1 g) in tetrahydrofuran (40 ml) at 0° C. The mixture was warmed to room temperature and stirred for 30 minutes then added dropwise to a solution of α,α′-dibromo-m-xylene (10.56 g) in tetrahydrofuran (40 ml). The mixture was stirred at room temperature for 2 hours, quenched with aqueous ammonium chloride and partitioned between ethyl and acetate and water. The organic p... Reactants: CC1=CC=NC=2C(CCCC12)S(=O)C1=CC=CC=C1 (5,6,7,8-tetrahydro-4-methyl-8-(phenylsulphinyl)quinoline). The solvent is C1(=CC=CC=C1)C (toluene). Yields the product CC1=CC=NC=2C=CCCC12 (5,6-dihydro-4-methylquinoline). Isolated yield 94.7%. Reaction SMILES: [CH3:1][C:2]1[C:11]2[CH2:10][CH2:9][CH2:8][CH:7](S(C3C=CC=CC=3)=O)[C:6]=2[N:5]=[CH:4][CH:3]=1>C1(C)C=CC=CC=1>[CH3:1][C:2]1[C:11]2[CH2:10][CH2:9][CH:8]=[CH:7][C:6]=2[N:5]=[CH:4][CH:3]=1. Procedure details: The crude product of Step 5 (10.8 g, 40.0 mmol) was heated under reflux in toluene (100 m) for 30 min, cooled to room temperature, and extracted with 1N-HCl (3×50 ml). The extracts were basified with 10N-NaOH and extracted with dichloromethane (3×200 ml). The organic extracts were dried (MgSO4) and evaporated in vacuo to give an oil which was purified by chromatography (alumina; ether) to give the product (5.5 g, 95%) as an oil. Starting materials: C(=O)CCC1=C(CCC1C(=C)C)C (2-(2-formylethyl)-3-isopropenyl-1-methyl-cyclopent-1-ene), [H][H] (hydrogen). The reagents and catalysts are [Pd] (palladium on calcium carbonate). Run in C(C)(=O)OCC (ethyl acetate). Yields the product C(=O)CCC1=C(CCC1C(C)C)C (2-(2-Formylethyl)-3-isopropyl-1-methyl-cyclopent-1-ene). Reaction SMILES: [CH:1]([CH2:3][CH2:4][C:5]1[CH:9]([C:10]([CH3:12])=[CH2:11])[CH2:8][CH2:7][C:6]=1[CH3:13])=[O:2].[H][H]>C(OCC)(=O)C.[Pd]>[CH:1]([CH2:3][CH2:4][C:5]1[CH:9]([CH:10]([CH3:11])[CH3:12])[CH2:8][CH2:7][C:6]=1[CH3:13])=[O:2]. Reported procedure: 3.6 g of 2-(2-formylethyl)-3-isopropenyl-1-methyl-cyclopent-1-ene were hydrogented in 80 ml of ethyl acetate in the presence of 500 mg of palladium on calcium carbonate (5%). After the uptake of one equivalent of hydrogen, the solution was filtered over Celite, concentrated and subjected under a high vacuum to a short-path distillation. 2-(2-Formylethyl)-3-isopropyl-1-methyl-cyclopent-1-ene having a fresh, woody fragrance was obtained in quantitative yield; boiling point 0.001 about 70° C; nD20 ... Reactants: COC(=O)C(C)(C)CC1CCN(C(=O)OC(C)(C)C)CC1, Cl, C1COCCO1. Yields the product COC(=O)C(C)(C)CC1CCNCC1, Cl. As a reaction SMILES: [CH3:1][O:2][C:3]([C:4]([CH2:5][CH:6]1[CH2:7][CH2:8][N:9]([C:12]([O:13][C:14]([CH3:15])([CH3:16])[CH3:17])=[O:18])[CH2:10][CH2:11]1)([CH3:19])[CH3:20])=[O:21].[ClH:22].[O:23]1[CH2:24][CH2:25][O:26][CH2:27][CH2:28]1>>[CH3:1][O:2][C:3]([C:4]([CH2:5][CH:6]1[CH2:7][CH2:8][NH:9][CH2:10][CH2:11]1)([CH3:19])[CH3:20])=[O:21].[ClH:22]. Procedure: In a flame dried round-bottomed flask equipped with a magnetic stir bar and a Dean-Stark apparatus under inert atmosphere (N2), a solution of 1-[4-(tert-butyl-dimethyl-silanyloxymethyl)-pyridin-2-yl]-ethanone (1.78 g, 6.71 mmol) in ethylene glycol (7.14 mL, 127.95 mmol) was treated with trimethylorthoformate (1.50 mL, 13.67 mmol) followed by LiBF4 (128 mg, 1.34 mmol). The reaction mixture was heated at 95° C. overnight. Sat. aq. NaHCO3 (50 mL) was added and the mixture was extracted with EA (50 ... Yields the product C(C)(C)(C)[SiH2]OC(C1=CC(=NC=C1)C1(OCCO1)C)(C)C (4-(tert-Butyl-dimethyl-silanyloxymethyl)-2-(2-methyl-[1,3]dioxolan-2-yl)-pyridine). RXN SMILES: N#N.[C:3]([SiH2:7][O:8][C:9]([CH3:20])([CH3:19])[C:10]1[CH:15]=[CH:14][N:13]=[C:12]([C:16](=[O:18])[CH3:17])[CH:11]=1)([CH3:6])([CH3:5])[CH3:4].[CH2:21](O)[CH2:22][OH:23].COC(OC)OC>C([O-])(O)=O.[Na+]>[C:3]([SiH2:7][O:8][C:9]([CH3:20])([CH3:19])[C:10]1[CH:15]=[CH:14][N:13]=[C:12]([C:16]2([CH3:17])[O:23][CH2:22][CH2:21][O:18]2)[CH:11]=1)([CH3:6])([CH3:4])[CH3:5] |f:4.5|. Conditions: temperature 95 celsius. Starting materials: N#N (N2), C(C)(C)(C)[SiH2]OC(C1=CC(=NC=C1)C(C)=O)(C)C (1-[4-(tert-butyl-dimethyl-silanyloxymethyl)-pyridin-2-yl]-ethanone), C(CO)O (ethylene glycol), COC(OC)OC (trimethylorthoformate), LiBF4. Run in C(=O)(O)[O-].[Na+] (NaHCO3). Starting materials: BrC1=CC=C(C=C1)C1CC(=NN1C1=C(C=CC=C1)Cl)C(O)(C(F)(F)F)C(F)(F)F (5-(4-Bromo-phenyl)-1-(2-chloro-phenyl)-3-[di-(trifluoromethyl)-hydroxy-methyl]-4,5-dihydro-1H-pyrazole), C(C)(=O)C1=C(C=CC=C1)B(O)O (2-acetylphenylboronic acid), C([O-])([O-])=O.[Na+].[Na+] (sodium carbonate). Reagents/catalysts: C=1C=CC(=CC1)[P](C=2C=CC=CC2)(C=3C=CC=CC3)[Pd]([P](C=4C=CC=CC4)(C=5C=CC=CC5)C=6C=CC=CC6)([P](C=7C=CC=CC7)(C=8C=CC=CC8)C=9C=CC=CC9)[P](C=1C=CC=CC1)(C=1C=CC=CC1)C=1C=CC=CC1 (Pd(PPh3)4). The solvent is CN(C=O)C (N,N-dimethylformamide). Conditions: temperature 80 celsius, time 2 hour. Product: C(C)(=O)C1=C(C=CC=C1)C1=CC=C(C=C1)C1CC(=NN1C1=C(C=CC=C1)Cl)C(O)(C(F)(F)F)C(F)(F)F (5-(2′-acetyl-biphenyl-4-yl)-1-(2-chloro-phenyl)-3-[di-(trifluoromethyl)-hydroxy-methyl]-4,5-dihydro-1H-pyrazole). Isolated yield 18.5%. Reaction SMILES: Br[C:2]1[CH:7]=[CH:6][C:5]([CH:8]2[N:12]([C:13]3[CH:18]=[CH:17][CH:16]=[CH:15][C:14]=3[Cl:19])[N:11]=[C:10]([C:20]([C:26]([F:29])([F:28])[F:27])([C:22]([F:25])([F:24])[F:23])[OH:21])[CH2:9]2)=[CH:4][CH:3]=1.[C:30]([C:33]1[CH:38]=[CH:37][CH:36]=[CH:35][C:34]=1B(O)O)(=[O:32])[CH3:31].C(=O)([O-])[O-].[Na+].[Na+]>C1C=CC([P]([Pd]([P](C2C=CC=CC=2)(C2C=CC=CC=2)C2C=CC=CC=2)([P](C2C=CC=CC=2)(C2C=CC=CC=2)C2C=CC=CC=2)[P](C2C=CC=CC=2)(C2C=CC=CC=2)C2C=CC=CC=2)(C2C=CC=CC=2)C2C=CC=CC=2)=CC=1.CN(C)C=O>[C:30]([C:33]1[CH:38]=[CH:37][CH:36]=[CH:35][C:34]=1[C:2]1[CH:7]=[CH:6][C:5]([CH:8]2[N:12]([C:13]3[CH:18]=[CH:17][CH:16]=[CH:15][C:14]=3[Cl:19])[N:11]=[C:10]([C:20]([C:26]([F:28])([F:29])[F:27])([C:22]([F:23])([F:24])[F:25])[OH:21])[CH2:9]2)=[CH:4][CH:3]=1)(=[O:32])[CH3:31] |f:2.3.4,^1:51,53,72,91|. Procedure: 5-(4-Bromo-phenyl)-1-(2-chloro-phenyl)-3-[di-(trifluoromethyl)-hydroxy-methyl]-4,5-dihydro-1H-pyrazole (50.0 mg, 0.10 mmol) prepared in Step 4 of Preparation 17, 2-acetylphenylboronic acid (21.0 mg, 0.13 mmol), Pd(PPh3)4 (4.0 mg, cat.) and a 2N sodium carbonate solution (0.5 mL) were added to N,N-dimethylformamide (0.5 mL). The reaction mixture was stirred at 80° C. for 2 hours and then filtered through celite pad. A saturated solution of ammonium chloride was added to the filtrate, which was th... The reactants are COC(=O)COc1ccc(Cl)c2nc(C#N)c(Cc3ccc(S(C)(=O)=O)cc3)c(C)c12, CO, [Li+], C1CCOC1, [OH-], O. Product: Cc1c(Cc2ccc(S(C)(=O)=O)cc2)c(C#N)nc2c(Cl)ccc(OCC(=O)O)c12. RXN SMILES: [CH3:1][O:2][C:3]([CH2:4][O:5][c:6]1[c:7]2[c:8]([CH3:30])[c:9]([CH2:19][c:20]3[cH:21][cH:22][c:23]([S:26](=[O:27])(=[O:28])[CH3:29])[cH:24][cH:25]3)[c:10]([C:17]#[N:18])[n:11][c:12]2[c:13]([Cl:16])[cH:14][cH:15]1)=[O:31].[CH3:32][OH:33].[Li+:39].[O:34]1[CH2:35][CH2:36][CH2:37][CH2:38]1.[OH-:40].[OH2:41]>>[O:2]=[C:3]([CH2:4][O:5][c:6]1[c:7]2[c:8]([CH3:30])[c:9]([CH2:19][c:20]3[cH:21][cH:22][c:23]([S:26](=[O:27])(=[O:28])[CH3:29])[cH:24][cH:25]3)[c:10]([C:17]#[N:18])[n:11][c:12]2[c:13]([Cl:16])[cH:14][cH:15]1)[OH:31]. The reactants are COC(=O)C(Cc1ccc(-c2ccc(C#N)cc2)cc1)NC(=O)C1Cc2cc3c(cc2CN1S(=O)(=O)c1sc(NC(C)=O)nc1C)OC(c1ccc(OCc2ccc(Cl)c(Cl)c2)cc1)CO3, CO, Cl, C1COCCO1. Yields the product COC(=O)C(Cc1ccc(-c2ccc(C#N)cc2)cc1)NC(=O)C1Cc2cc3c(cc2CN1S(=O)(=O)c1sc(N)nc1C)OC(c1ccc(OCc2ccc(Cl)c(Cl)c2)cc1)CO3. As a reaction SMILES: [CH3:1][O:2][C:3]([CH:4]([CH2:5][c:6]1[cH:7][cH:8][c:9](-[c:12]2[cH:13][cH:14][c:15]([C:18]#[N:19])[cH:16][cH:17]2)[cH:10][cH:11]1)[NH:20][C:21](=[O:22])[CH:23]1[N:24]([S:53](=[O:54])(=[O:55])[c:56]2[c:57]([CH3:65])[n:58][c:59]([NH:61][C:62](=[O:63])[CH3:64])[s:60]2)[CH2:25][c:26]2[cH:27][c:28]3[c:29]([cH:30][c:31]2[CH2:32]1)[O:33][CH2:34][CH:35]([c:37]1[cH:38][cH:39][c:40]([O:43][CH2:44][c:45]2[cH:46][c:47]([Cl:52])[c:48]([Cl:51])[cH:49][cH:50]2)[cH:41][cH:42]1)[O:36]3)=[O:66].[CH3:68][OH:69].[ClH:67].[O:70]1[CH2:71][CH2:72][O:73][CH2:74][CH2:75]1>>[CH3:1][O:2][C:3]([CH:4]([CH2:5][c:6]1[cH:7][cH:8][c:9](-[c:12]2[cH:13][cH:14][c:15]([C:18]#[N:19])[cH:16][cH:17]2)[cH:10][cH:11]1)[NH:20][C:21](=[O:22])[CH:23]1[N:24]([S:53](=[O:54])(=[O:55])[c:56]2[c:57]([CH3:65])[n:58][c:59]([NH2:61])[s:60]2)[CH2:25][c:26]2[cH:27][c:28]3[c:29]([cH:30][c:31]2[CH2:32]1)[O:33][CH2:34][CH:35]([c:37]1[cH:38][cH:39][c:40]([O:43][CH2:44][c:45]2[cH:46][c:47]([Cl:52])[c:48]([Cl:51])[cH:49][cH:50]2)[cH:41][cH:42]1)[O:36]3)=[O:66]. Reactants: CCO, Cl, [Fe], Nc1nc(Br)ccc1[N+](=O)[O-]. Yields the product Nc1ccc(Br)nc1N. Reaction SMILES: [CH3:13][CH2:14][OH:15].[ClH:12].[Fe:16].[NH2:1][c:2]1[n:3][c:4]([Br:11])[cH:5][cH:6][c:7]1[N+:8]([O-:9])=[O:10]>>[NH2:1][c:2]1[n:3][c:4]([Br:11])[cH:5][cH:6][c:7]1[NH2:8].